This data is from the Open Reaction Database (ORD), a public repository of structured organic reaction records. The task is: describe an organic reaction: reactants, conditions, products, and yield Reported procedure: 90.1 g (0.5 mol) of 2,5-dihydroxy-2,5-dimethyl-1,4-dithiane are initially introduced into 100 ml of absolute tetrahydrofuran. 1.0 g of piperidine is then added, and 94.7 g (0.945 mol) of methyl acrylate are added dropwise at 10°-15° C, during which process another two portions of 0.5 g of piperidine are added at the same time. The mixture is subsequently stirred for 60 minutes at 60° C. It is allowed to cool and introduced into 500 ml of water. Yields the product C(C(=O)C)SCCC(=O)OC (methyl 3-acetonylmercaptopropionate). Starting materials: OC1(SCC(SC1)(C)O)C (2,5-dihydroxy-2,5-dimethyl-1,4-dithiane), O1CCCC1 (tetrahydrofuran), C(C=C)(=O)OC (methyl acrylate), N1CCCCC1 (piperidine), N1CCCCC1 (piperidine). Reaction conditions: temperature 60 celsius, time 60 minute. Reaction SMILES: O[C:2]1([CH3:10])CS[C:5]([OH:9])([CH3:8])[CH2:4][S:3]1.O1CCCC1.N1CCCCC1.[C:22]([O:26][CH3:27])(=[O:25])C=C>O>[CH2:4]([S:3][CH2:2][CH2:10][C:22]([O:26][CH3:27])=[O:25])[C:5]([CH3:8])=[O:9]. Run in O (water). Starting materials: ClC1=CC=C2C(=CNC2=C1Cl)C=1CCNCC1 (6,7-dichloro-3-(1,2,3,6-tetrahydropyridin-4-yl)-1H-indole), ClCCCOC=1C=2C=CNC2C=CC1 (1-chloro-3-(1H-indole-4-oxy)propane), C([O-])([O-])=O.[K+].[K+] (potassium carbonate). Yields the product ClC1=CC=C2C(=CNC2=C1Cl)C=1CCN(CC1)CCCOC1=C2C=CNC2=CC=C1 (3-[4-(6,7-dichloro-3-indolyl)-1,2,3,6-tetrahydropyridin-1-yl]-1-(4-indolyloxy)propane). RXN SMILES: [Cl:1][C:2]1[C:10]([Cl:11])=[C:9]2[C:5]([C:6]([C:12]3[CH2:13][CH2:14][NH:15][CH2:16][CH:17]=3)=[CH:7][NH:8]2)=[CH:4][CH:3]=1.Cl[CH2:19][CH2:20][CH2:21][O:22][C:23]1[C:24]2[CH:25]=[CH:26][NH:27][C:28]=2[CH:29]=[CH:30][CH:31]=1.C(=O)([O-])[O-].[K+].[K+]>>[Cl:1][C:2]1[C:10]([Cl:11])=[C:9]2[C:5]([C:6]([C:12]3[CH2:13][CH2:14][N:15]([CH2:19][CH2:20][CH2:21][O:22][C:23]4[CH:31]=[CH:30][CH:29]=[C:28]5[C:24]=4[CH:25]=[CH:26][NH:27]5)[CH2:16][CH:17]=3)=[CH:7][NH:8]2)=[CH:4][CH:3]=1 |f:2.3.4|. Reported procedure: The title compound was prepared in a fashion similar to that described in Example 192 from 6,7-dichloro-3-(1,2,3,6-tetrahydropyridin-4-yl)-1H-indole (0.70 g, 2.6 mmol), 1-chloro-3-(1H-indole-4-oxy)propane (0.60 g, 2.9 mmol) and potassium carbonate (0.48 g, 3.5 mmol). The product was isolated as a white granular solid. Yield 220 mg (19%). mp 224°-227° C. FDMS m/e=439 (M+ of free base). Reactants: CC=1C(=NC=NC1COC)O (5-Methyl-6-[(methyloxy)methyl]-4-pyrimidinol), CC=1C(=NC=NC1COC)O (5-Methyl-6-[(methyloxy)methyl]-4-pyrimidinol), P(=O)(Cl)(Cl)Cl (phosphorus oxychloride). Solvent: C(Cl)Cl (DCM). Conditions: time 8 hour. Yields the product ClC1=NC=NC(=C1C)COC (4-chloro-5-methyl-6-[(methyloxy)methyl]pyrimidine). Isolated yield 91.0%. Reaction SMILES: [CH3:1][C:2]1[C:3](O)=[N:4][CH:5]=[N:6][C:7]=1[CH2:8][O:9][CH3:10].P(Cl)(Cl)([Cl:14])=O>C(Cl)Cl>[Cl:14][C:3]1[C:2]([CH3:1])=[C:7]([CH2:8][O:9][CH3:10])[N:6]=[CH:5][N:4]=1. Reported procedure: 5-Methyl-6-[(methyloxy)methyl]-4-pyrimidinol (Intermediate 48, 2.10 g, 13.62 mmol) was dissolved in DCM (20 ml), treated with phosphorus oxychloride (12.04 ml, 129 mmol) and the resulting mixture was heated under reflux for 3 hours, allowed to cool to room temperature and left to stand overnight. The solvent was removed under reduced pressure, the residue taken up in ice water and the pH was adjusted to 7 using aqueous 2M sodium hydroxide solution. The mixture was extracted with chloroform (×3) ... Starting materials: ClS(=O)(=O)C=1C=C(C(=O)O)C=CC1 (3-(chlorosulfonyl)benzoic acid), ClS(=O)(=O)C1=C(C(=O)O)C=CC=C1 (chlorosulfonylbenzoic acid), O (water). The solvent is C=1(C(=CC=CC1)C)C (xylene). Conditions: temperature 100 celsius. Yields the product S(=O)(=O)(O)C=1C=C(C(=O)O)C=CC1 (3-sulfobenzoic acid). The yield is 95.6%. As a reaction SMILES: Cl[S:2]([C:5]1[CH:6]=[C:7]([CH:11]=[CH:12][CH:13]=1)[C:8]([OH:10])=[O:9])(=[O:4])=[O:3].ClS(C1C=CC=CC=1C(O)=O)(=O)=[O:16].O>C1(C)C(C)=CC=CC=1>[S:2]([C:5]1[CH:6]=[C:7]([CH:11]=[CH:12][CH:13]=1)[C:8]([OH:10])=[O:9])([OH:16])(=[O:4])=[O:3]. Reported procedure: 300 g of 3-(chlorosulfonyl)benzoic acid containing 38.8% water (corresponding to 183.6 g (0.83 mol) of 100% chlorosulfonylbenzoic acid) are admixed with 150 g of water and heated at 100° C. for 1 hour. Then 600 g of xylene are added dropwise over 1 hour and a total of 260 ml of water are azeotropically distilled off with xylene. The reaction mixture is cooled and the precipitate is filtered off with suction. After drying at 100° C./100 torr (13.16 kPa) 164.7 g of 3-sulfobenzoic acid are obtained... The reactants are C1(CC1)CC(C1=NOC(=N1)C)(C)NC(=O)C1=NC=C(C(=C1)O[C@H](C(F)(F)F)C)Br (5-Bromo-4-((S)-2,2,2-trifluoro-1-methyl-ethoxy)-pyridine-2-carboxylic acid [2-cyclopropyl-1-methyl-1-(5-methyl-[1,2,4]oxadiazol-3-yl)-ethyl]-amide), C1(CC1)B(O)O (cyclopropylboronic acid), aqueous solution, C([O-])([O-])=O.[Na+].[Na+] (sodium carbonate). The solvent is C(C)OC(C)=O (ethylacetate), C1(=CC=CC=C1)C (toluene). Reaction conditions: temperature 80 celsius, time 18 hour. The product is C1(CC1)CC(C1=NOC(=N1)C)(C)NC(=O)C1=NC=C(C(=C1)O[C@H](C(F)(F)F)C)C1CC1 (5-Cyclopropyl-4-((S)-2,2,2-trifluoro-1-methyl-ethoxy)-pyridine-2-carboxylic acid [2-cyclopropyl-1-methyl-1-(5-methyl-[1,2,4]oxadiazol-3-yl)-ethyl]-amide). RXN SMILES: [CH:1]1([CH2:4][C:5]([NH:13][C:14]([C:16]2[CH:21]=[C:20]([O:22][C@@H:23]([CH3:28])[C:24]([F:27])([F:26])[F:25])[C:19](Br)=[CH:18][N:17]=2)=[O:15])([CH3:12])[C:6]2[N:10]=[C:9]([CH3:11])[O:8][N:7]=2)[CH2:3][CH2:2]1.[CH:30]1(B(O)O)[CH2:32][CH2:31]1.C(=O)([O-])[O-].[Na+].[Na+]>C1(C)C=CC=CC=1.C(OC(=O)C)C>[CH:1]1([CH2:4][C:5]([NH:13][C:14]([C:16]2[CH:21]=[C:20]([O:22][C@@H:23]([CH3:28])[C:24]([F:27])([F:26])[F:25])[C:19]([CH:30]3[CH2:32][CH2:31]3)=[CH:18][N:17]=2)=[O:15])([CH3:12])[C:6]2[N:10]=[C:9]([CH3:11])[O:8][N:7]=2)[CH2:3][CH2:2]1 |f:2.3.4|. Reported procedure: To a solution of 5-Bromo-4-((S)-2,2,2-trifluoro-1-methyl-ethoxy)-pyridine-2-carboxylic acid [2-cyclopropyl-1-methyl-1-(5-methyl-[1,2,4]oxadiazol-3-yl)-ethyl]-amide (Example 100c, 160 mg, 0.335 mmol) in toluene (4.8 mL) were added cyclopropylboronic acid (43.2 mg, 0.503 mmol), 1,1′-bis(diphenylphosphino)ferrocene-palladium(II)dichloride dichloromethane complex (12.3 mg, 17 μmol) and 2M aqueous solution sodium carbonate (335 μL, 0.670 mmol). Reaction was stirred at 80° C. for 18 hours. The reactio...